Dataset: the Open Reaction Database (ORD), a public repository of structured organic reaction records. Task: describe an organic reaction: reactants, conditions, products, and yield Run at temperature 50 celsius, time 1 hour. Reactants: BrC1=C2C=C(NC2=CC=C1O)C(=O)OCC (Ethyl 4-bromo-5-hydroxyindole-2-carboxylate), C(C)O (ethanol), [OH-].[K+] (Potassium hydroxide). Product: BrC1=C2C=C(NC2=CC=C1OC)C(=O)O (4-bromo-5-methoxyindole-2-carboxylic acid). Yield: 96.0%. Procedure: Ethyl 4-bromo-5-hydroxyindole-2-carboxylate (1.49 g, 5 mmol), (Jnl. Org. Chem. 1984, 49, 4761), was dissolved in ethanol (10 ml) and water (3.5 ml). Potassium hydroxide (840 mg) was added and the mixture stirred at 50° C. under an atmosphere of nitrogen for 1 hour then cooled to ambient temperature. The solvent was evaporated and the residue re-dissolved in water (25 ml). 2M Aqueous hydrochloric acid was added until the reaction mixture was at pH4, giving a precipitate which was filtered off, wa... Solvent: O (water). As a reaction SMILES: [Br:1][C:2]1[C:10]([OH:11])=[CH:9][CH:8]=[C:7]2[C:3]=1[CH:4]=[C:5]([C:12]([O:14]CC)=[O:13])[NH:6]2.[OH-].[K+].[CH2:19](O)C>O>[Br:1][C:2]1[C:10]([O:11][CH3:19])=[CH:9][CH:8]=[C:7]2[C:3]=1[CH:4]=[C:5]([C:12]([OH:14])=[O:13])[NH:6]2 |f:1.2|. Reactants: Cn1cc(NC(=O)OC(C)(C)C)nc1C(=O)Nc1c[nH]nc1C(=O)Nc1ccc(F)cc1, ClCCl, O=C(O)C(F)(F)F. Yields the product Cn1cc(N)nc1C(=O)Nc1c[nH]nc1C(=O)Nc1ccc(F)cc1. As a reaction SMILES: [C:8]([O:9][C:10](=[O:11])[NH:14][c:15]1[n:16][c:17]([C:21]([NH:22][c:23]2[c:24]([C:28]([NH:29][c:30]3[cH:31][cH:32][c:33]([F:36])[cH:34][cH:35]3)=[O:37])[n:25][nH:26][cH:27]2)=[O:38])[n:18]([CH3:20])[cH:19]1)([CH3:12])([CH3:13])[CH3:39].[Cl:40][CH2:41][Cl:42].[OH:1][C:2]([C:3]([F:4])([F:5])[F:6])=[O:7]>>[NH2:14][c:15]1[n:16][c:17]([C:21]([NH:22][c:23]2[c:24]([C:28]([NH:29][c:30]3[cH:31][cH:32][c:33]([F:36])[cH:34][cH:35]3)=[O:37])[n:25][nH:26][cH:27]2)=[O:38])[n:18]([CH3:20])[cH:19]1. Reactants: CC(=O)C.C1(=CC=C(C=C1)S(=O)(=O)O)C (acetone p-toluenesulfonic acid), C(C)(=O)NC1=CC=C(C=C1)S(=O)(=O)Cl.N1=CC=CC=C1 (p-acetamidobenzenesulfonyl chloride pyridine), Cl.NO (hydroxylamine hydrochloride), C(C)(=O)NC=1[C@]2(C)[C@@H](CC1C)[C@@H]1CC=C3C[C@H](CC[C@]3(C)[C@H]1CC2)C (17-acetamido-3β,16-dimethyl-5,16-androstadiene), C[C@@H]1CC2=CC[C@H]3[C@@H]4CC(=C(C(C)=O)[C@]4(CC[C@@H]3[C@]2(CC1)C)C)C (3β,16-dimethyl,5,16-pregnadien-20-one), C-20-oxime. Solvent: O1CCCC1.Cl (tetrahydrofuran hydrochloric acid), N1=CC=CC=C1 (pyridine), C(C)O (ethanol). Yields the product C[C@@H]1CC2=CC[C@H]3[C@@H]4C[C@H](C([C@@]4(C)CC[C@@H]3[C@]2(CC1)C)=O)C (3β,16α-dimethyl-5-androst-en-17-one). Reaction SMILES: CC(C)=[O:3].C1(C)C=CC(S(O)(=O)=O)=CC=1.[CH3:16][C@H:17]1[CH2:36][CH2:35][C@@:34]2([CH3:37])[C:19](=[CH:20][CH2:21][C@@H:22]3[C@@H:33]2[CH2:32][CH2:31][C@@:30]2([CH3:38])[C@H:23]3[CH2:24][C:25]([CH3:39])=[C:26]2C(=O)C)[CH2:18]1.Cl.NO.C(NC1C=CC(S(Cl)(=O)=O)=CC=1)(=O)C.N1C=CC=CC=1.C(NC1[C@]2(CC[C@H]3[C@@H](CC=C4[C@]3(C)CC[C@H](C)C4)[C@@H]2CC=1C)C)(=O)C>C(O)C.O1CCCC1.Cl.N1C=CC=CC=1>[CH3:16][C@H:17]1[CH2:36][CH2:35][C@@:34]2([CH3:37])[C:19](=[CH:20][CH2:21][C@@H:22]3[C@@H:33]2[CH2:32][CH2:31][C@@:30]2([CH3:38])[C@H:23]3[CH2:24][C@@H:25]([CH3:39])[C:26]2=[O:3])[CH2:18]1 |f:0.1,3.4,5.6,9.10|. Reported procedure: To a solution of 16β-methyl-3β-hydroxy-5,16-pregnadien-20-one was added toluene, ethylene glycol, and p-toluene-sulfonic acid. The resulting solution was refluxed overnight forming the 20-ketal. The procedure for this ketalization step is described in JACS, 76, 5674 (1954). Tosyl chloride in pyridine was added to the above product to form the 3β-tosylate derivative. The 3β-tosylate was refluxed overnight with 10% NaI/acetone to form the 3β-iodo-16-methyl-5,16-pregnadien-20-one-ethylene ketal. Th... Starting materials: C(C)(C)(C)NCC(=O)C1=CC(=C(C=C1)OC1=CC=C(C=C1)C)O (3-hydroxy-4-(p-toluyloxy)phenyl tert-butylaminomethyl ketone), CC(CCC(=O)Cl)(C)C (3,3-dimethylbutanecarbonyl chloride), C[O-].[Na+] (sodium methoxide), C1(=CC=CC=C1)[O-].[Na+] (sodium phenolate salt). Yields the product C(C)(C)(C)NCC(=O)C1=CC(=C(C=C1)OC1=CC=C(C=C1)C)OC(=O)CCC(C)(C)C (3-(3,3-dimethylbutanecarbonyloxy)-4-(p-toluyloxy)phenyl tert-butylaminomethyl ketone). Reaction SMILES: [C:1]([NH:5][CH2:6][C:7]([C:9]1[CH:14]=[CH:13][C:12]([O:15][C:16]2[CH:21]=[CH:20][C:19]([CH3:22])=[CH:18][CH:17]=2)=[C:11]([OH:23])[CH:10]=1)=[O:8])([CH3:4])([CH3:3])[CH3:2].C[O-].[Na+].C1([O-])C=CC=CC=1.[Na+].[CH3:35][C:36]([CH3:43])([CH3:42])[CH2:37][CH2:38][C:39](Cl)=[O:40]>>[C:1]([NH:5][CH2:6][C:7]([C:9]1[CH:14]=[CH:13][C:12]([O:15][C:16]2[CH:21]=[CH:20][C:19]([CH3:22])=[CH:18][CH:17]=2)=[C:11]([O:23][C:39]([CH2:38][CH2:37][C:36]([CH3:43])([CH3:42])[CH3:35])=[O:40])[CH:10]=1)=[O:8])([CH3:4])([CH3:3])[CH3:2] |f:1.2,3.4|. Reported procedure: Following a procedure similar to that described in Example 2A above, when 3-hydroxy-4-(p-toluyloxy)phenyl tert-butylaminomethyl ketone is interacted with one equivalent of sodium methoxide and the resulting sodium phenolate salt is interacted with 3,3-dimethylbutanecarbonyl chloride there is obtained 3-(3,3-dimethylbutanecarbonyloxy)-4-(p-toluyloxy)phenyl tert-butylaminomethyl ketone which reacts with hydrochloric acid to yield the hydrochloride salt. When this hydrochloride is catalytically hyd... Reactants: [Al+3], [BH4-], C1CCOC1, CS(=O)(=O)O, [Cl-], [Cl-], [Cl-], [Na+], O=C(O)C(F)(F)F. The product is B, C1CCOC1, CS(=O)(=O)O. RXN SMILES: [Al+3:2].[BH4-:17].[CH2:19]1[CH2:20][CH2:21][CH2:22][O:23]1.[CH3:5][S:6]([OH:7])(=[O:8])=[O:9].[Cl-:1].[Cl-:3].[Cl-:4].[Na+:18].[OH:10][C:11]([C:12]([F:13])([F:14])[F:15])=[O:16]>>[BH3:17].[CH2:19]1[CH2:20][CH2:21][CH2:22][O:23]1.[CH3:5][S:6](=[O:7])(=[O:8])[OH:9]. The reactants are C(C=C)OC(=O)O[C@H](C)[C@@H]1[C@@H]2N(C(=C([C@@H]2C)CO)C(=O)OCC=C)C1=O (allyl (1S,5R,6S)-6-[1(R)-allyloxycarbonyloxy-ethyl]-2-hydroxymethyl-1-methyl-carbapen-2-em-3-carboxylate), C1(=CC=CC=C1)P(C1=CC=CC=C1)C1=CC=CC=C1 (triphenylphosphine), C(C)[Si](OCCC=1C2=CC=CC=3C(NS(C(C32)=CC1)(=O)=O)=O)(CC)CC (7-(2-triethylsilanyloxy-ethyl)-1,1-dioxo-2,3-dihydro-naphtho[1,8-de][1,2]thiazin-3-one), N(=NC(=O)OC(C)C)C(=O)OC(C)C (diisopropyl azodicarboxylate). Solvent: C(Cl)(Cl)Cl (chloroform). Conditions: time 30 minute. The product is C(C=C)OC(=O)O[C@H](C)[C@@H]1[C@@H]2N(C(=C([C@@H]2C)CN2S(C=3C4=C(C2=O)C=CC=C4C(=CC3)CCO[Si](CC)(CC)CC)(=O)=O)C(=O)OCC=C)C1=O (allyl (1S,5R,6S)-6-[1(R)-allyloxycarbonyloxy-ethyl]-1-methyl-2-[1,1,3-trioxo-7-(2-triethylsilanyloxy-ethyl)-2,3-dihydro-naphtho[1,8-de][1,2]thiazin-2-ylmethyl]-carbapen-2-em-3-carboxylate). Reaction SMILES: [CH2:1]([O:4][C:5]([O:7][C@@H:8]([C@H:10]1[C:25](=[O:26])[N:12]2[C:13]([C:19]([O:21][CH2:22][CH:23]=[CH2:24])=[O:20])=[C:14]([CH2:17]O)[C@H:15]([CH3:16])[C@H:11]12)[CH3:9])=[O:6])[CH:2]=[CH2:3].C1(P(C2C=CC=CC=2)C2C=CC=CC=2)C=CC=CC=1.[CH2:46]([Si:48]([CH2:70][CH3:71])([CH2:68][CH3:69])[O:49][CH2:50][CH2:51][C:52]1[C:53]2[C:62]3[C:61](=[CH:63][CH:64]=1)[S:60](=[O:66])(=[O:65])[NH:59][C:58](=[O:67])[C:57]=3[CH:56]=[CH:55][CH:54]=2)[CH3:47].N(C(OC(C)C)=O)=NC(OC(C)C)=O>C(Cl)(Cl)Cl>[CH2:1]([O:4][C:5]([O:7][C@@H:8]([C@H:10]1[C:25](=[O:26])[N:12]2[C:13]([C:19]([O:21][CH2:22][CH:23]=[CH2:24])=[O:20])=[C:14]([CH2:17][N:59]3[C:58](=[O:67])[C:57]4[CH:56]=[CH:55][CH:54]=[C:53]5[C:52]([CH2:51][CH2:50][O:49][Si:48]([CH2:68][CH3:69])([CH2:70][CH3:71])[CH2:46][CH3:47])=[CH:64][CH:63]=[C:61]([C:62]=45)[S:60]3(=[O:66])=[O:65])[C@H:15]([CH3:16])[C@H:11]12)[CH3:9])=[O:6])[CH:2]=[CH2:3]. Procedure: A solution of allyl (1S,5R,6S)-6-[1(R)-allyloxycarbonyloxy-ethyl]-2-hydroxymethyl-1-methyl-carbapen-2-em-3-carboxylate (365 mg, 1.0 mmol), triphenylphosphine (315 mg, 1.2 mmol), and 7-(2-triethylsilanyloxy-ethyl)-1,1-dioxo-2,3-dihydro-naphtho[1,8-de][1,2]thiazin-3-one (431 mg, 1.1 mmol) in anhydrous tetrahydrofuiran (7 mL) is cooled in an ice-bath and stirred under a nitrogen atmosphere while diisopropyl azodicarboxylate (0.24 mL, 1.2 mmol) is added dropwise over a few minutes. The resulting sol... Starting materials: COc1ccc(CN(Cc2ccc(OC)cc2)c2nc(C)nc(-c3cc(OCc4ccccc4)cnc3F)n2)cc1, CCOC(C)=O. Product: COc1ccc(CN(Cc2ccc(OC)cc2)c2nc(C)nc(-c3cc(O)cnc3F)n2)cc1. RXN SMILES: [CH2:1]([c:2]1[cH:3][cH:4][cH:5][cH:6][cH:7]1)[O:8][c:9]1[cH:10][c:11](-[c:16]2[n:17][c:18]([N:23]([CH2:24][c:25]3[cH:26][cH:27][c:28]([O:31][CH3:32])[cH:29][cH:30]3)[CH2:33][c:34]3[cH:35][cH:36][c:37]([O:40][CH3:41])[cH:38][cH:39]3)[n:19][c:20]([CH3:22])[n:21]2)[c:12]([F:15])[n:13][cH:14]1.[CH3:42][CH2:43][O:44][C:45]([CH3:46])=[O:47]>>[OH:8][c:9]1[cH:10][c:11](-[c:16]2[n:17][c:18]([N:23]([CH2:24][c:25]3[cH:26][cH:27][c:28]([O:31][CH3:32])[cH:29][cH:30]3)[CH2:33][c:34]3[cH:35][cH:36][c:37]([O:40][CH3:41])[cH:38][cH:39]3)[n:19][c:20]([CH3:22])[n:21]2)[c:12]([F:15])[n:13][cH:14]1.